Dataset: the Open Reaction Database (ORD), a public repository of structured organic reaction records. Task: describe an organic reaction: reactants, conditions, products, and yield The product is CCc1cc(C=O)ccc1Cl. Starting materials: CCc1cc(Br)ccc1Cl, CCOCC, [Li]CCCC, CCCCCC, Cl, CN(C)C=O, O. RXN SMILES: [Br:1][c:2]1[cH:3][c:4]([CH2:9][CH3:10])[c:5]([Cl:8])[cH:6][cH:7]1.[CH2:22]([O:23][CH2:24][CH3:25])[CH3:26].[CH3:11][CH2:12][CH2:13][CH2:14][Li:15].[CH3:27][CH2:28][CH2:29][CH2:30][CH2:31][CH3:32].[ClH:21].[O:16]=[CH:17][N:18]([CH3:19])[CH3:20].[OH2:33]>>[c:2]1([CH:17]=[O:16])[cH:3][c:4]([CH2:9][CH3:10])[c:5]([Cl:8])[cH:6][cH:7]1. The reactants are C(C)(C)(C)OC(CCCCN1C([C@@H](N(C(C2=C1C=CC(=C2)I)=O)[C@H](C)C2=CC=C(C=C2)Cl)C2=C(C=C(C=C2)Cl)O)=O)=O (5-[(3S)-3-(4-chloro-2-hydroxyphenyl)-4-[(R)-1-(4-chlorophenyl)ethyl]-7-iodo-2,5-dioxo-1,4-benzodiazepin-1-yl]valeric acid tert-butyl ester), ClC1=CC(=C(C=C1)[C@H]1C(N(C2=C(C(N1[C@H](C)C1=CC=C(C=C1)Cl)=O)C=CC=C2)CCCCC(=O)O)=O)O (5-[(3S)-3-(4-chloro-2-hydroxyphenyl)-4-[(R)-1-(4-chlorophenyl)ethyl]-2,5-dioxo-1,4-benzodiazepin-1-yl]valeric acid). Yields the product ClC1=CC(=C(C=C1)[C@H]1C(N(C2=C(C(N1[C@H](C)C1=CC=C(C=C1)Cl)=O)C=C(C=C2)I)CCCCC(=O)O)=O)O (5-[(3S)-3-(4-Chloro-2-hydroxyphenyl)-4-[(R)-1-(4-chlorophenyl)ethyl]-7-iodo-2,5-dioxo-1,4-benzodiazepin-1-yl]valeric acid). RXN SMILES: C([O:5][C:6](=[O:42])[CH2:7][CH2:8][CH2:9][CH2:10][N:11]1[C:17]2[CH:18]=[CH:19][C:20]([I:22])=[CH:21][C:16]=2[C:15](=[O:23])[N:14]([C@@H:24]([C:26]2[CH:31]=[CH:30][C:29]([Cl:32])=[CH:28][CH:27]=2)[CH3:25])[C@@H:13]([C:33]2[CH:38]=[CH:37][C:36]([Cl:39])=[CH:35][C:34]=2[OH:40])[C:12]1=[O:41])(C)(C)C.ClC1C=CC([C@@H]2N([C@@H](C3C=CC(Cl)=CC=3)C)C(=O)C3C=CC=CC=3N(CCCCC(O)=O)C2=O)=C(O)C=1>>[Cl:39][C:36]1[CH:37]=[CH:38][C:33]([C@@H:13]2[N:14]([C@@H:24]([C:26]3[CH:31]=[CH:30][C:29]([Cl:32])=[CH:28][CH:27]=3)[CH3:25])[C:15](=[O:23])[C:16]3[CH:21]=[C:20]([I:22])[CH:19]=[CH:18][C:17]=3[N:11]([CH2:10][CH2:9][CH2:8][CH2:7][C:6]([OH:42])=[O:5])[C:12]2=[O:41])=[C:34]([OH:40])[CH:35]=1. Procedure details: The title compound was synthesized from 5-[(3S)-3-(4-chloro-2-hydroxyphenyl)-4-[(R)-1-(4-chlorophenyl)ethyl]-7-iodo-2,5-dioxo-1,4-benzodiazepin-1-yl]valeric acid tert-butyl ester following the procedure for example 1, step b: 1H NMR (400 MHz, Cl3CD) δ 7.99 (d, J=2.1 Hz, 1H), 7.42 (m, 3H), 7.22 (d, J=8.5 Hz, 2H), 6.62 (d, J=8.6 Hz, 1H), 6.50 (d, J=1.9 Hz, 1H), 6.34 (m, 2H), 6.09 (m, 1H), 5.26 (s, 1H), 3.87 (m, 1H), 3.74 (m, 1H), 2.39 (m, 2H), 1.75 (m, 7H). Mass spectrum (LCMS, ESI pos.): Calcd fo... Yields the product COc1cccc2cc(CNc3ncnc4[nH]cnc34)c(-c3cccc(F)c3)nc12. As a reaction SMILES: [Br:1][c:2]1[c:3]2[nH:4][cH:5][n:6][c:7]2[n:8][cH:9][n:10]1.[CH2:41]([OH:42])[CH2:43][CH2:44][CH3:45].[CH3:46][CH2:47][O:48][C:49]([CH3:50])=[O:51].[CH:32]([N:33]([CH2:34][CH3:35])[CH:36]([CH3:37])[CH3:38])([CH3:39])[CH3:40].[F:11][c:12]1[cH:13][c:14](-[c:18]2[n:19][c:20]3[c:21]([O:30][CH3:31])[cH:22][cH:23][cH:24][c:25]3[cH:26][c:27]2[CH2:28][NH2:29])[cH:15][cH:16][cH:17]1>>[c:2]1([NH:29][CH2:28][c:27]2[c:18](-[c:14]3[cH:13][c:12]([F:11])[cH:17][cH:16][cH:15]3)[n:19][c:20]3[c:21]([O:30][CH3:31])[cH:22][cH:23][cH:24][c:25]3[cH:26]2)[c:3]2[n:4][cH:5][nH:6][c:7]2[n:8][cH:9][n:10]1. The reactants are Brc1ncnc2nc[nH]c12, CCCCO, CCOC(C)=O, CCN(C(C)C)C(C)C, COc1cccc2cc(CN)c(-c3cccc(F)c3)nc12. The yield is 95.2%. Reported procedure: In 100 ml of acetone 4.2 g (20 millimoles) of 6,7-dihydroxy-2,2-dimethyl-4-chromanone are dissolved and to the solution 8.3 g (60 millimoles) of potassium carbonate and 8.5 g (3.8 ml, 60 millimoles) of methyl iodide are added. The reaction mixture is refluxed for 7 hours whereupon a further amount of 2.8 g (1.2 ml, 20 millimoles) of methyl iodide are added. The reaction mixture is heated to boiling for 3 hours, the suspension formed is cooled under stirring, the precipitated inorganic salt is fi... Starting materials: CC(=O)C (acetone), C([O-])([O-])=O.[K+].[K+] (potassium carbonate), CI (methyl iodide), OC=1C=C2C(CC(OC2=CC1O)(C)C)=O (6,7-dihydroxy-2,2-dimethyl-4-chromanone), CI (methyl iodide). Conditions: time 3 hour. As a reaction SMILES: [CH3:1][C:2]([CH3:4])=[O:3].[C:5](=[O:8])([O-])[O-].[K+].[K+].[CH3:11]I.OC1C=[C:16]2[C:21](=[CH:22]C=1O)[O:20][C:19]([CH3:26])([CH3:25])[CH2:18][C:17]2=[O:27]>>[CH3:11][O:3][C:2]1[CH:4]=[C:16]2[C:21](=[CH:22][C:1]=1[O:8][CH3:5])[O:20][C:19]([CH3:26])([CH3:25])[CH2:18][C:17]2=[O:27] |f:1.2.3|. Product: COC=1C=C2C(CC(OC2=CC1OC)(C)C)=O (6,7-dimethoxy-2,2-dimethyl-4-chromanone). Starting materials: C1(CC1)[C@@H](C)OC(NC1=CC=C(C=C1)I)=O ((R)-(4-iodo-phenyl)-carbamic acid 1-cyclopropyl-ethyl ester), C(=O)([O-])[O-].[K+].[K+] (K2CO3), C1(CC1)N1C=C(C2=CC=C(C=C12)O)C#N (1-cyclopropyl-6-hydroxy-1H-indole-3-carbonitrile), C(C)(C)OB(OC(C)C)OC(C)C (triisopropylborate), [Li+].CC(C)[N-]C(C)C (LDA). Reagents/catalysts: Cl[Pd]Cl (PdCl2). The solvent is CN(C)C=O (DMF), C1CCOC1 (THF). Conditions: temperature -78 celsius. Yields the product C1(CC1)N1C(=C(C2=CC=C(C=C12)O)C#N)C1=CC=C(C=C1)NC(C)C (1-cyclopropyl-6-hydroxy-2-(4-isopropylamino-phenyl)-1H-indole-3-carbonitrile). Reaction SMILES: [CH:1]1([N:4]2[C:12]3[C:7](=[CH:8][CH:9]=[C:10]([OH:13])[CH:11]=3)[C:6]([C:14]#[N:15])=[CH:5]2)[CH2:3][CH2:2]1.C(OB(O[CH:26]([CH3:28])[CH3:27])OC(C)C)(C)C.[Li+].CC([N-]C(C)C)C.C1([C@H](OC(=O)[NH:44][C:45]2[CH:50]=[CH:49][C:48](I)=[CH:47][CH:46]=2)C)CC1.C([O-])([O-])=O.[K+].[K+]>C1COCC1.Cl[Pd]Cl.CN(C=O)C>[CH:1]1([N:4]2[C:12]3[C:7](=[CH:8][CH:9]=[C:10]([OH:13])[CH:11]=3)[C:6]([C:14]#[N:15])=[C:5]2[C:48]2[CH:49]=[CH:50][C:45]([NH:44][CH:26]([CH3:27])[CH3:28])=[CH:46][CH:47]=2)[CH2:3][CH2:2]1 |f:2.3,5.6.7|. Reported procedure: To a solution of 1-cyclopropyl-6-hydroxy-1H-indole-3-carbonitrile (0.59 g, 3.0 mmol), triisopropylborate (1.03 mL, 4.5 mmol) in THF (15 mL) at −78° C. was added LDA (1.5M mono THF in cyclohexane, 4.60 mL, 6.9 mmol) with stirring. The mixture was stirred at −78° C. for 10 min and at room temperature for 30 min, followed by the addition of (R)-(4-iodo-phenyl)-carbamic acid 1-cyclopropyl-ethyl ester (1.19 g, 3.6 mmol) and PdCl2 (dppf) (0.11 g, 0.15 mmol). The reaction mixture was cooled to −78° C.,... The reactants are Cl, [Li+], C1CCOC1, [OH-], O, COC(=O)CCC(=NOCc1ccc(OCc2cc(-c3ccccc3)on2)cc1)c1ccccc1. The product is O=C(O)CCC(=NOCc1ccc(OCc2cc(-c3ccccc3)on2)cc1)c1ccccc1. Reaction SMILES: [ClH:39].[Li+:3].[O:40]1[CH2:41][CH2:42][CH2:43][CH2:44]1.[OH-:2].[OH2:1].[c:4]1([C:10]([CH2:11][CH2:12][C:13](=[O:14])[O:15][CH3:16])=[N:17][O:18][CH2:19][c:20]2[cH:21][cH:22][c:23]([O:26][CH2:27][c:28]3[n:29][o:30][c:31](-[c:33]4[cH:34][cH:35][cH:36][cH:37][cH:38]4)[cH:32]3)[cH:24][cH:25]2)[cH:5][cH:6][cH:7][cH:8][cH:9]1>>[c:4]1([C:10]([CH2:11][CH2:12][C:13](=[O:14])[OH:15])=[N:17][O:18][CH2:19][c:20]2[cH:21][cH:22][c:23]([O:26][CH2:27][c:28]3[n:29][o:30][c:31](-[c:33]4[cH:34][cH:35][cH:36][cH:37][cH:38]4)[cH:32]3)[cH:24][cH:25]2)[cH:5][cH:6][cH:7][cH:8][cH:9]1.